Task: describe an organic reaction: reactants, conditions, products, and yield. Dataset: the Open Reaction Database (ORD), a public repository of structured organic reaction records Starting materials: S1C(=NC=C1)NCCOC1=CC=C(C(=O)OC)C=C1 (Methyl 4-[2-(thiazol-2-ylamino)ethyloxy]benzoate), Cl (HCl). Yields the product Cl.S1C(=NC=C1)NCCOC1=CC=C(C(=O)O)C=C1 (4-[2-(Thiazol-2-ylarnino)ethyloxy]benzoic acid hydrochloride). RXN SMILES: [S:1]1[CH:5]=[CH:4][N:3]=[C:2]1[NH:6][CH2:7][CH2:8][O:9][C:10]1[CH:19]=[CH:18][C:13]([C:14]([O:16]C)=[O:15])=[CH:12][CH:11]=1.[ClH:20]>>[ClH:20].[S:1]1[CH:5]=[CH:4][N:3]=[C:2]1[NH:6][CH2:7][CH2:8][O:9][C:10]1[CH:19]=[CH:18][C:13]([C:14]([OH:16])=[O:15])=[CH:12][CH:11]=1 |f:2.3|. Procedure: Ester 24-4 (180 mg, 0.65 mmol) was heated at 50° in 6 mL 6 N HCl for 16 h, then concentrated providing 24-5 as a yellow solid. Run in CC(=O)N(C)C (dimethylacetamide). Procedure details: 22.4 g of 1-(4-chloro-phenyl)-2-(3-hydroxymethyl-piperidin-1-yl)-2-methyl-propan-1-one, 8.39 g of 3-mercaptopropanol and 21.0 g of potassium carbonate are mixed in 75 ml of dried dimethylacetamide. After stirring for 18 h at 80° C., the mixture is filtered to remove solids and poured into ice-water. The crude product is extracted with ethyl acetate, washed with saturated NaCl solution and dried over MgSO4. After ethyl acetate is distilled off, the residue is purified by means of column chromatog... RXN SMILES: Cl[C:2]1[CH:7]=[CH:6][C:5]([C:8](=[O:20])[C:9]([N:12]2[CH2:17][CH2:16][CH2:15][CH:14]([CH2:18][OH:19])[CH2:13]2)([CH3:11])[CH3:10])=[CH:4][CH:3]=1.[SH:21][CH2:22][CH2:23][CH2:24][OH:25].C(=O)([O-])[O-].[K+].[K+]>CC(N(C)C)=O>[OH:25][CH2:24][CH2:23][CH2:22][S:21][C:2]1[CH:7]=[CH:6][C:5]([C:8](=[O:20])[C:9]([N:12]2[CH2:17][CH2:16][CH2:15][CH:14]([CH2:18][OH:19])[CH2:13]2)([CH3:11])[CH3:10])=[CH:4][CH:3]=1 |f:2.3.4|. The reactants are ClC1=CC=C(C=C1)C(C(C)(C)N1CC(CCC1)CO)=O (1-(4-chloro-phenyl)-2-(3-hydroxymethyl-piperidin-1-yl)-2-methyl-propan-1-one), SCCCO (3-mercaptopropanol), C([O-])([O-])=O.[K+].[K+] (potassium carbonate). Reaction conditions: temperature 80 celsius, time 18 hour. Product: OCCCSC1=CC=C(C=C1)C(C(C)(C)N1CC(CCC1)CO)=O (1-[4-(3-Hydroxy-propylthio)-phenyl]-2-(3-hydroxymethyl-piperidin-1-yl)-2-methyl-propan-1-one). Reactants: FC1=CC=C(C=C1)C(CC(=O)OCC)=O (ethyl 3-(4-fluorophenyl)-3-oxopropionate), Cl.C(C)(=N)N (acetoamidine hydrochloride), C([O-])([O-])=O.[K+].[K+] (potassium carbonate). The solvent is CO (methanol). Yields the product FC1=CC=C(C=C1)C1=NC(=NC(=C1)O)C (4-(4-fluorophenyl)-6-hydroxy-2-methylpyrimidine). Isolated yield 87.6%. Reaction SMILES: [F:1][C:2]1[CH:7]=[CH:6][C:5]([C:8](=O)[CH2:9][C:10]([O:12]CC)=O)=[CH:4][CH:3]=1.Cl.[C:17]([NH2:20])(=[NH:19])[CH3:18].C(=O)([O-])[O-].[K+].[K+]>CO>[F:1][C:2]1[CH:3]=[CH:4][C:5]([C:8]2[CH:9]=[C:10]([OH:12])[N:20]=[C:17]([CH3:18])[N:19]=2)=[CH:6][CH:7]=1 |f:1.2,3.4.5|. Reported procedure: 8.7 kg of ethyl 3-(4-fluorophenyl)-3-oxopropionate, 11.7 kg of acetoamidine hydrochloride and 28.6 kg of potassium carbonate were stirred for 5 hours at about 50° C. in 34.5 kg of methanol. Insolubles were separated from the reaction mixture and washed with methanol, and the mother liquor and the washing were combined with water and neutralized with an 18% aqueous solution of hydrochloric acid. After neutralization, the crystal was ripened by stirring under reflux for 4 hours, and the precipitat... Reactants: CCOC(=O)CBr, O=C([O-])[O-], CN(C)C=O, CCC(C)=O, CC(O)c1cc2cc(O)c(Cl)c(Cl)c2s1, [K+], [K+]. Product: CCOC(=O)COc1cc2cc(C(C)O)sc2c(Cl)c1Cl. Reaction SMILES: [Br:16][CH2:17][C:18](=[O:19])[O:20][CH2:21][CH3:22].[C:23](=[O:24])([O-:25])[O-:26].[CH3:29][N:30]([CH3:31])[CH:32]=[O:33].[CH3:34][C:35](=[O:36])[CH2:37][CH3:38].[Cl:1][c:2]1[c:3]([OH:15])[cH:4][c:5]2[c:6]([s:7][c:8]([CH:10]([OH:11])[CH3:12])[cH:9]2)[c:13]1[Cl:14].[K+:27].[K+:28]>>[Cl:1][c:2]1[c:3]([O:15][CH2:17][C:18](=[O:19])[O:20][CH2:21][CH3:22])[cH:4][c:5]2[c:6]([s:7][c:8]([CH:10]([OH:11])[CH3:12])[cH:9]2)[c:13]1[Cl:14]. Reactants: CS(=N)(=O)c1ccc(Nc2ncc(Br)c(Cl)n2)cc1, CC(O)C(C)O, CS(C)=O, [H-], [Na+], O. Product: CC(O)C(C)Oc1nc(Nc2ccc(S(C)(=N)=O)cc2)ncc1Br. As a reaction SMILES: [Br:10][c:11]1[c:12]([Cl:28])[n:13][c:14]([NH:17][c:18]2[cH:19][cH:20][c:21]([S:24](=[O:25])(=[NH:26])[CH3:27])[cH:22][cH:23]2)[n:15][cH:16]1.[CH3:1][CH:2]([CH:3]([CH3:4])[OH:5])[OH:6].[CH3:29][S:30]([CH3:31])=[O:32].[H-:8].[Na+:9].[OH2:7]>>[CH3:1][CH:2]([CH:3]([CH3:4])[O:5][c:12]1[c:11]([Br:10])[cH:16][n:15][c:14]([NH:17][c:18]2[cH:19][cH:20][c:21]([S:24](=[O:25])(=[NH:26])[CH3:27])[cH:22][cH:23]2)[n:13]1)[OH:6]. Reactants: ClC=1C=C(C(=O)OO)C=CC1 (3-Chloroperoxybenzoic acid), C(C)C1=NC=C(C=C1)OC (2-ethyl-5-methoxy-pyridine). The solvent is C(Cl)(Cl)Cl (CHCl3). Run at time 3 hour. The product is C(C)C1=[N+](C=C(C=C1)OC)[O-] (2-Ethyl-5-methoxy-pyridine 1-oxide). As a reaction SMILES: ClC1C=C(C=CC=1)C(OO)=[O:6].[CH2:12]([C:14]1[CH:19]=[CH:18][C:17]([O:20][CH3:21])=[CH:16][N:15]=1)[CH3:13]>C(Cl)(Cl)Cl>[CH2:12]([C:14]1[CH:19]=[CH:18][C:17]([O:20][CH3:21])=[CH:16][N+:15]=1[O-:6])[CH3:13]. Procedure: 3-Chloroperoxybenzoic acid (5.66 g, 32.8 mmol) was added to a stirred solution of 2-ethyl-5-methoxy-pyridine (3 g, 22 mmol) dissolved in CHCl3 (100 mL). The reaction was stirred at room temperature for 3 hours and then quenched with satd Na2SO3. The reaction mixture was partitioned between H2O and CH2Cl2. The organic layer was washed with 1N NaOH, dried over Na2SO4 and concentrated to an oil (3.3 g, 99%). 1H NMR (400 MHz, CDCl3): δ 1.29 (t, J=7.5 Hz, 3 H), 2.89 (q, J=7.5 Hz, 2 H), 3.82 (s, 3 H),... Procedure details: A mixture of (±)-trans-3-[4-(benzyloxy)phenyl]-4-(5,6-dihydro-4H-pyrrolo[3,2,1-ij]quinolin-1-yl)pyrrolidine-2,5-dione (0.2 g) and Pd/C (10% w/w, 0.076 g) was stirred under 1 atmosphere of hydrogen gas overnight. The catalyst was filtered off through a pad of celite and concentrated. The residue was purified by column chromatography on silica gel eluting with 30-40% ethyl acetate in hexane to provide (±)-trans-3-(5,6-dihydro-4H-pyrrolo[3,2,1-ij]quinolin-1-yl)-4-(4-hydroxyphenyl)pyrrolidine-2,5-di... The reactants are C(C1=CC=CC=C1)OC1=CC=C(C=C1)[C@@H]1C(NC([C@H]1C1=CN2CCCC3=CC=CC1=C23)=O)=O ((±)-trans-3-[4-(benzyloxy)phenyl]-4-(5,6-dihydro-4H-pyrrolo[3,2,1-ij]quinolin-1-yl)pyrrolidine-2,5-dione), [H][H] (hydrogen). Reaction SMILES: C([O:8][C:9]1[CH:14]=[CH:13][C:12]([C@H:15]2[C@H:19]([C:20]3[C:30]4=[C:31]5[C:26](=[CH:27][CH:28]=[CH:29]4)[CH2:25][CH2:24][CH2:23][N:22]5[CH:21]=3)[C:18](=[O:32])[NH:17][C:16]2=[O:33])=[CH:11][CH:10]=1)C1C=CC=CC=1.[H][H]>[Pd]>[C:20]1([C@H:19]2[C@H:15]([C:12]3[CH:11]=[CH:10][C:9]([OH:8])=[CH:14][CH:13]=3)[C:16](=[O:33])[NH:17][C:18]2=[O:32])[C:30]2=[C:31]3[C:26](=[CH:27][CH:28]=[CH:29]2)[CH2:25][CH2:24][CH2:23][N:22]3[CH:21]=1. Product: C1(=CN2CCCC3=CC=CC1=C23)[C@@H]2C(NC([C@H]2C2=CC=C(C=C2)O)=O)=O ((±)-trans-3-(5,6-dihydro-4H-pyrrolo[3,2,1-ij]quinolin-1-yl)-4-(4-hydroxyphenyl)pyrrolidine-2,5-dione). Yield: 44.1%. The reagents and catalysts are [Pd] (Pd/C). Starting materials: COC=1C=C2C(=CN(C2=CC1OCCOC(C)=O)C)C1=CC=2C(=NC=CC2)N1S(=O)(=O)C1=CC=C(C=C1)C (2-[5-methoxy-6-(2-acetyloxyethoxy)-1-methyl-1H-indol-3-yl]-1-(toluene-4-sulfonyl)-1H-pyrrolo[2,3-b]pyridine), [OH-].[K+] (potassium hydroxide). Product: COC=1C=C2C(=CN(C2=CC1OCCO)C)C1=CC=2C(=NC=CC2)N1 (2-[5-methoxy-6-(2-hydroxyethoxy)-1-methyl-1H-indol-3-yl]-1H-pyrrolo[2,3-b]pyridine). Isolated yield 32.6%. Reaction SMILES: [CH3:1][O:2][C:3]1[CH:4]=[C:5]2[C:9](=[CH:10][C:11]=1[O:12][CH2:13][CH2:14][O:15]C(=O)C)[N:8]([CH3:19])[CH:7]=[C:6]2[C:20]1[N:28](S(C2C=CC(C)=CC=2)(=O)=O)[C:23]2=[N:24][CH:25]=[CH:26][CH:27]=[C:22]2[CH:21]=1.[OH-].[K+]>>[CH3:1][O:2][C:3]1[CH:4]=[C:5]2[C:9](=[CH:10][C:11]=1[O:12][CH2:13][CH2:14][OH:15])[N:8]([CH3:19])[CH:7]=[C:6]2[C:20]1[NH:28][C:23]2=[N:24][CH:25]=[CH:26][CH:27]=[C:22]2[CH:21]=1 |f:1.2|. Procedure: 2-[5-Methoxy-6-(2-hydroxyethoxy)-1-methyl-1H-indol-3-yl]-1H-pyrrolo[2,3-b]pyridine is prepared by following the procedure as described in example 89a, but using 0.5 g of 2-[5-methoxy-6-(2-acetyloxyethoxy)-1-methyl-1H-indol-3-yl]-1-(toluene-4-sulfonyl)-1H-pyrrolo[2,3-b]pyridine and 8.43 ml of a 5N aqueous potassium hydroxide solution. After purification by flash-pack chromatography (silica, 95/05 by volume dichloromethane/methanol as eluents, argon), 0.103 g of 2-[5-methoxy-6-(2-hydroxyethoxy)-1-...